Dataset: the Open Reaction Database (ORD), a public repository of structured organic reaction records. Task: describe an organic reaction: reactants, conditions, products, and yield The reactants are C(=O)O (formic acid), C(C)(=O)OC(C)=O (acetic anhydride), C(C1=CC=CC=C1)ONCC1(CCCCCC1)C(=O)O (1-(benzyloxyamino-methyl)-cycloheptanecarboxylic acid). Solvent: ClCCl (dichloromethane), ClCCl (dichloromethane). Conditions: temperature 0 celsius, time 1 hour. Product: C(C1=CC=CC=C1)ON(C=O)CC1(CCCCCC1)C(=O)O (1-[(Benzyloxy-Formyl-Amino)-Methyl]-Cycloheptanecarboxylic Acid). Isolated yield 52.0%. As a reaction SMILES: [CH:1](O)=[O:2].C(OC(=O)C)(=O)C.[CH2:11]([O:18][NH:19][CH2:20][C:21]1([C:28]([OH:30])=[O:29])[CH2:27][CH2:26][CH2:25][CH2:24][CH2:23][CH2:22]1)[C:12]1[CH:17]=[CH:16][CH:15]=[CH:14][CH:13]=1>ClCCl>[CH2:11]([O:18][N:19]([CH2:20][C:21]1([C:28]([OH:30])=[O:29])[CH2:27][CH2:26][CH2:25][CH2:24][CH2:23][CH2:22]1)[CH:1]=[O:2])[C:12]1[CH:17]=[CH:16][CH:15]=[CH:14][CH:13]=1. Reported procedure: To a cold solution of formic acid (40.2 mL, 1.04 mol) in dichloromethane (150 mL) at 0° C. under a nitrogen atmosphere was added acetic anhydride (15.2 mL, 160 mmol). After 1 h, a solution of 1-(benzyloxyamino-methyl)-cycloheptanecarboxylic acid from Preparation 37 (16.1 mmol theoretical) in dichloromethane (150 mL) was added. The reaction was stirred at 0° C. for 3 h and was concentrated in vacuo. Water (150 mL) was added and the mixture was extracted with dichloromethane (50 mL×5). The combine... Starting materials: Cl (HCl), COC1=CC=C(C=C1)C(C1=CC=CC2=CC=CC=C12)C1=CC(=C(C=C1)O)C ((4-methoxyphenyl)-(3-methyl-4-hydroxyphenyl)-naphth-1-yl-methane), C(=O)([O-])[O-].[K+].[K+] (K2CO3), Cl.ClCCN1CCCC1 (1-(2-chloroethyl)pyrrolidine hydrochloride). The solvent is CC(=O)C (acetone), C1=CC=CC=C1 (benzene). The product is Cl.COC1=CC=C(C=C1)C(C1=CC=CC2=CC=CC=C12)C1=CC(=C(C=C1)OCCN1CCCC1)C ((4-Methoxyphenyl)-(3-methyl-4-pyrrolidinoethoxyphenyl)-naphth-1-yl-methane Hydrochloride). RXN SMILES: [CH3:1][O:2][C:3]1[CH:8]=[CH:7][C:6]([CH:9]([C:20]2[CH:25]=[CH:24][C:23]([OH:26])=[C:22]([CH3:27])[CH:21]=2)[C:10]2[C:19]3[C:14](=[CH:15][CH:16]=[CH:17][CH:18]=3)[CH:13]=[CH:12][CH:11]=2)=[CH:5][CH:4]=1.C([O-])([O-])=O.[K+].[K+].Cl.[Cl:35][CH2:36][CH2:37][N:38]1[CH2:42][CH2:41][CH2:40][CH2:39]1.Cl>C1C=CC=CC=1.CC(C)=O>[ClH:35].[CH3:1][O:2][C:3]1[CH:8]=[CH:7][C:6]([CH:9]([C:20]2[CH:25]=[CH:24][C:23]([O:26][CH2:36][CH2:37][N:38]3[CH2:42][CH2:41][CH2:40][CH2:39]3)=[C:22]([CH3:27])[CH:21]=2)[C:10]2[C:19]3[C:14](=[CH:15][CH:16]=[CH:17][CH:18]=3)[CH:13]=[CH:12][CH:11]=2)=[CH:5][CH:4]=1 |f:1.2.3,4.5,9.10|. Procedure: A mixture of (4-methoxyphenyl)-(3-methyl-4-hydroxyphenyl)-naphth-1-yl-methane (0.3 gm, 0.008 mol), anhydrous K2CO3 (2.0 gm), 1-(2-chloroethyl)pyrrolidine hydrochloride (0.3 gm, 0.0017 mol) and anhydrous acetone (25 ml) was refluxed for 10 hrs, K2CO3 was filtered off, acetone was distilled off, and the residue was diluted with water. The reaction mixture was extracted with ethyl acetate washed with water, dried over Na2SO4 and concentrated to give an oil. This oil was passed through basic alumina... Starting materials: hydrochloride salt, BrC1=CC=CC=2CC(OC21)CNC ((±)-[(7-bromo-2,3-dihydro-1-benzofuran-2-yl)methyl]methylamine), CC=1C=C(C=CC1)B(O)O (3-methylphenylboronic acid). Yields the product CNCC1OC2=C(C1)C=CC=C2C2=CC(=CC=C2)C (N-methyl-1-[7-(3-methylphenyl)-2,3-dihydro-1-benzofuran-2-yl]methanamine). RXN SMILES: Br[C:2]1[C:10]2[O:9][CH:8]([CH2:11][NH:12][CH3:13])[CH2:7][C:6]=2[CH:5]=[CH:4][CH:3]=1.[CH3:14][C:15]1[CH:16]=[C:17](B(O)O)[CH:18]=[CH:19][CH:20]=1>>[CH3:13][NH:12][CH2:11][CH:8]1[CH2:7][C:6]2[CH:5]=[CH:4][CH:3]=[C:2]([C:19]3[CH:18]=[CH:17][CH:16]=[C:15]([CH3:14])[CH:20]=3)[C:10]=2[O:9]1. Reported procedure: The title compound was prepared (0.059 g, 26%) following the general procedure of Example 154 as a white solid, hydrochloride salt from (±)-[(7-bromo-2,3-dihydro-1-benzofuran-2-yl)methyl]methylamine (0.200 g, 0.826 mmol) and 3-methylphenylboronic acid (0.169 g, 1.24 mmol). mp 157-159° C. Reactants: OC1=C(C(=O)C2=C(C=C(C=C2)OC)O)C=CC(=C1)OC (2,2'-dihydroxy-4,4'-dimethoxybenzophenone), [Al+3].[Cl-].[Cl-].[Cl-] (AlCl3), CN(C=O)C (DMF). The product is OC1=C(C(=O)C2=C(C=C(C=C2)O)O)C=CC(=C1)O (2,2',4,4'-tetrahydroxybenzophenone). RXN SMILES: [OH:1][C:2]1[CH:18]=[C:17]([O:19]C)[CH:16]=[CH:15][C:3]=1[C:4]([C:6]1[CH:11]=[CH:10][C:9]([O:12]C)=[CH:8][C:7]=1[OH:14])=[O:5].[Al+3].[Cl-].[Cl-].[Cl-].CN(C)C=O>>[OH:1][C:2]1[CH:18]=[C:17]([OH:19])[CH:16]=[CH:15][C:3]=1[C:4]([C:6]1[CH:11]=[CH:10][C:9]([OH:12])=[CH:8][C:7]=1[OH:14])=[O:5] |f:1.2.3.4|. Procedure details: 82.2 g (0.30 mol) of 2,2'-dihydroxy-4,4'-dimethoxybenzophenone were reacted with 600 g of AlCl3 (4.50 mol) and 180 g (2.47 mol) of DMF (dimethylformamide) as in Example 2, and the product was worked up as described. Starting materials: CN=C=O (methyl isocyanate), NC1=CC=C(OCCC2CN(C2)C(C)C2=CC=CC=C2)C=C1 (3-[2-(4-aminophenoxy)ethyl]-1-(1-phenylethyl)azetidine). Run in C(Cl)(Cl)Cl (chloroform). Reaction conditions: time 3 hour. Product: CNC(=O)NC1=CC=C(C=C1)OCCC1CN(C1)C(C)C1=CC=CC=C1 (N-Methyl-N'-[4-[2-[1-(1-phenylethyl)-3-azetidinyl]ethoxy]phenyl]urea). As a reaction SMILES: [CH3:1][N:2]=[C:3]=[O:4].[NH2:5][C:6]1[CH:26]=[CH:25][C:9]([O:10][CH2:11][CH2:12][CH:13]2[CH2:16][N:15]([CH:17]([C:19]3[CH:24]=[CH:23][CH:22]=[CH:21][CH:20]=3)[CH3:18])[CH2:14]2)=[CH:8][CH:7]=1>C(Cl)(Cl)Cl>[CH3:1][NH:2][C:3]([NH:5][C:6]1[CH:7]=[CH:8][C:9]([O:10][CH2:11][CH2:12][CH:13]2[CH2:14][N:15]([CH:17]([C:19]3[CH:20]=[CH:21][CH:22]=[CH:23][CH:24]=3)[CH3:18])[CH2:16]2)=[CH:25][CH:26]=1)=[O:4]. Reported procedure: Under anhydous conditions, methyl isocyanate (10 mmol) is added dropwise to a stirred solution of 3-[2-(4-aminophenoxy)ethyl]-1-(1-phenylethyl)azetidine (10 mmol) in chloroform (100 ml). After stirring for 3 hr the solvent is removed and the residue purified by standard laboratory procedures.